This data is from the Open Reaction Database (ORD), a public repository of structured organic reaction records. The task is: describe an organic reaction: reactants, conditions, products, and yield The reactants are CCOc1cc(C(O)c2ccc(N(C)C)cc2)ccc1OC, ClCCl, O=[Mn]=O. Product: CCOc1cc(C(=O)c2ccc(N(C)C)cc2)ccc1OC. Reaction SMILES: [CH3:1][N:2]([c:3]1[cH:4][cH:5][c:6]([CH:9]([OH:10])[c:11]2[cH:12][c:13]([O:19][CH2:20][CH3:21])[c:14]([O:17][CH3:18])[cH:15][cH:16]2)[cH:7][cH:8]1)[CH3:22].[Cl:23][CH2:24][Cl:25].[O:26]=[Mn:27]=[O:28]>>[CH3:1][N:2]([c:3]1[cH:4][cH:5][c:6]([C:9](=[O:10])[c:11]2[cH:12][c:13]([O:19][CH2:20][CH3:21])[c:14]([O:17][CH3:18])[cH:15][cH:16]2)[cH:7][cH:8]1)[CH3:22]. Starting materials: ClC=1C=C(C=CC1F)NC(=S)C=1N=NSC1CO[Si](C(C)C)(C(C)C)C(C)C (N-(3-chloro-4-fluorophenyl)-5-[(triisopropylsilyl)oxy]methyl-1,2,3-thia-diazole-4-carbothioamide), C(Cl)Cl (DCM), CCN(C(C)C)C(C)C (DIPEA), FC(S(=O)(=O)OC)(F)F (methyl trifluoromethanesulfonate). Reaction conditions: time 5 minute. Yields the product ClC=1C=C(C=CC1F)N=C(SC)C=1N=NSC1CO[Si](C(C)C)(C(C)C)C(C)C (Methyl N-(3-chloro-4-fluorophenyl)-5-[(triisopropylsilyl)oxy]methyl-1,2,3-thiadiazole-4-carbimidothioate). Reaction SMILES: [Cl:1][C:2]1[CH:3]=[C:4]([NH:9][C:10]([C:12]2[N:13]=[N:14][S:15][C:16]=2[CH2:17][O:18][Si:19]([CH:26]([CH3:28])[CH3:27])([CH:23]([CH3:25])[CH3:24])[CH:20]([CH3:22])[CH3:21])=[S:11])[CH:5]=[CH:6][C:7]=1[F:8].[CH2:29](Cl)Cl.CCN(C(C)C)C(C)C.FC(F)(F)S(OC)(=O)=O>>[Cl:1][C:2]1[CH:3]=[C:4]([N:9]=[C:10]([C:12]2[N:13]=[N:14][S:15][C:16]=2[CH2:17][O:18][Si:19]([CH:23]([CH3:25])[CH3:24])([CH:26]([CH3:28])[CH3:27])[CH:20]([CH3:21])[CH3:22])[S:11][CH3:29])[CH:5]=[CH:6][C:7]=1[F:8]. Procedure: To a solution of N-(3-chloro-4-fluorophenyl)-5-[(triisopropylsilyl)oxy]methyl-1,2,3-thia-diazole-4-carbothioamide (0.18 g, 0.00039 mol) in anhydrous DCM (3 mL, 0.04 mol) under N2 was added DIPEA (82 μL, 0.00047 mol) followed by methyl trifluoromethanesulfonate (47 μL, 0.00043 mol). The reaction was stirred for 5 minutes and then concentrated in vacuo. The crude material was used in the next step. The product amount was estimated (185 mg, 100%). MF=C20H29ClFN3OS2Si; LCMS calculated for C20H30ClFN... Reactants: O=C([O-])[O-], CN(C)C=O, Cl, [Cs+], [Cs+], O=C(O)c1ccc([N+](=O)[O-])c(F)c1, NC(=O)c1sc(N)nc1-c1cccc(Cl)c1, O. The product is NC(=O)c1sc(Nc2cc(C(=O)O)ccc2[N+](=O)[O-])nc1-c1cccc(Cl)c1. RXN SMILES: [C:30](=[O:31])([O-:32])[O-:33].[CH3:38][N:39]([CH3:40])[CH:41]=[O:42].[ClH:36].[Cs+:34].[Cs+:35].[F:1][c:2]1[cH:3][c:4]([C:5](=[O:6])[OH:7])[cH:8][cH:9][c:10]1[N+:11](=[O:12])[O-:13].[NH2:14][c:15]1[s:16][c:17]([C:27](=[O:28])[NH2:29])[c:18](-[c:20]2[cH:21][c:22]([Cl:26])[cH:23][cH:24][cH:25]2)[n:19]1.[OH2:37]>>[c:2]1([NH:14][c:15]2[s:16][c:17]([C:27](=[O:28])[NH2:29])[c:18](-[c:20]3[cH:21][c:22]([Cl:26])[cH:23][cH:24][cH:25]3)[n:19]2)[cH:3][c:4]([C:5](=[O:6])[OH:7])[cH:8][cH:9][c:10]1[N+:11](=[O:12])[O-:13]. Starting materials: CSCCO (2-methylsulfanyl-ethanol), C1(=CC=CC=C1)P(C1=CC=CC=C1)C1=CC=CC=C1 (triphenylphosphine), N(=NC(=O)OCC)C(=O)OCC.C1(=CC=CC=C1)C (diethyl azodicarboxylate toluene), C(C1=CC=CC=C1)OC1=C(CN(C2=NC=C(C=N2)O)CC2=CC(=CC(=C2)C(F)(F)F)C(F)(F)F)C=C(C=C1)C(F)(F)F (2-[(2-Benzyloxy-5-trifluoromethyl-benzyl)-(3,5-bis-trifluoromethyl-benzyl)-amino]-pyrimidin-5-ol). Solvent: C(C)(=O)OCC (ethyl acetate), O (water), O1CCCC1 (tetrahydrofuran). Conditions: time 45 minute. Product: C(C1=CC=CC=C1)OC1=C(CN(C2=NC=C(C=N2)OCCSC)CC2=CC(=CC(=C2)C(F)(F)F)C(F)(F)F)C=C(C=C1)C(F)(F)F ((2-benzyloxy-5-trifluoromethyl-benzyl)-(3,5-bis-trifluoromethyl-benzyl)-[5-(2-methylsulfanyl-ethoxy)-pyrimidin-2-yl]-amine). Reaction SMILES: [CH2:1]([O:8][C:9]1[CH:38]=[CH:37][C:36]([C:39]([F:42])([F:41])[F:40])=[CH:35][C:10]=1[CH2:11][N:12]([CH2:20][C:21]1[CH:26]=[C:25]([C:27]([F:30])([F:29])[F:28])[CH:24]=[C:23]([C:31]([F:34])([F:33])[F:32])[CH:22]=1)[C:13]1[N:18]=[CH:17][C:16]([OH:19])=[CH:15][N:14]=1)[C:2]1[CH:7]=[CH:6][CH:5]=[CH:4][CH:3]=1.[CH3:43][S:44][CH2:45][CH2:46]O.C1(P(C2C=CC=CC=2)C2C=CC=CC=2)C=CC=CC=1.N(C(OCC)=O)=NC(OCC)=O.C1(C)C=CC=CC=1>O1CCCC1.C(OCC)(=O)C.O>[CH2:1]([O:8][C:9]1[CH:38]=[CH:37][C:36]([C:39]([F:42])([F:40])[F:41])=[CH:35][C:10]=1[CH2:11][N:12]([CH2:20][C:21]1[CH:22]=[C:23]([C:31]([F:33])([F:32])[F:34])[CH:24]=[C:25]([C:27]([F:30])([F:28])[F:29])[CH:26]=1)[C:13]1[N:14]=[CH:15][C:16]([O:19][CH2:46][CH2:45][S:44][CH3:43])=[CH:17][N:18]=1)[C:2]1[CH:7]=[CH:6][CH:5]=[CH:4][CH:3]=1 |f:3.4|. Procedure details: 2-[(2-Benzyloxy-5-trifluoromethyl-benzyl)-(3,5-bis-trifluoromethyl-benzyl)-amino]-pyrimidin-5-ol (1.33 g) is dissolved in tetrahydrofuran (20 ml), and thereto are added 2-methylsulfanyl-ethanol (290 μl), triphenylphosphine (870 mg) and 40% diethyl azodicarboxylate/toluene solution (1.5 ml) and the mixture is stirred at room temperature for 45 minutes. To the reaction solution are added water and ethyl acetate, and the mixture is separated, and the organic layer is washed with a saturated brine, ...